Dataset: the Open Reaction Database (ORD), a public repository of structured organic reaction records. Task: describe an organic reaction: reactants, conditions, products, and yield Reactants: CC(C#CC1=NC=CC=C1)(OC1=CC=C(C#N)C=C1)C (4-[1,1-dimethyl-3-(2-pyridyl)-2-propynyloxy]benzonitrile). Run in ClC1=C(C=CC=C1)Cl (1,2-dichlorobenzene). Product: CC1(OC2=C(C(=C1)C1=NC=CC=C1)C=C(C=C2)C#N)C (2,2-dimethyl-4-(2-pyridyl)-2H-1-benzopyran-6-carbonitrile). Yield: 50.1%. As a reaction SMILES: [CH3:1][C:2]([CH3:20])([O:11][C:12]1[CH:19]=[CH:18][C:15]([C:16]#[N:17])=[CH:14][CH:13]=1)[C:3]#[C:4][C:5]1[CH:10]=[CH:9][CH:8]=[CH:7][N:6]=1>ClC1C=CC=CC=1Cl>[CH3:1][C:2]1([CH3:20])[CH:3]=[C:4]([C:5]2[CH:10]=[CH:9][CH:8]=[CH:7][N:6]=2)[C:19]2[CH:18]=[C:15]([C:16]#[N:17])[CH:14]=[CH:13][C:12]=2[O:11]1. Reported procedure: 12.98 g of 4-[1,1-dimethyl-3-(2-pyridyl)-2-propynyloxy]benzonitrile were dissolved in 50 ml of 1,2-dichlorobenzene and heated at reflux for 5 hours. After cooling the mixture was evaporated. The residue was chromatographed on silica gel using ethyl acetate/petroleum ether (1:2), ethyl acetate/petroleum ether (1:1) and ethyl acetate for the elution. There were obtained 6.5 g of 2,2-dimethyl-4-(2-pyridyl)-2H-1-benzopyran-6-carbonitrile of melting point 106°-108° C. after recrystallization from cyc... The reactants are C(C)O (ethanol), C(C1=CC=CC=C1)OC=1C=C(C=CC1)C1=NC(=C(C(=N1)NS(=O)(=O)C1=NC=C(C=C1)C)OC1=C(C=CC=C1)OC)OC (5-methyl-pyridine-2-sulfonic acid [2-(3-benzyloxy-phenyl)-6-methoxy-5-(2-methoxy-phenoxy)-pyrimidin-4-yl]-amide), C1=CC=CCC1 (cyclohexadiene). Reagents/catalysts: [Pd] (palladium on charcoal). The solvent is O1CCOCC1 (dioxane). Product: OC=1C=C(C=CC1)C1=NC(=C(C(=N1)NS(=O)(=O)C1=NC=C(C=C1)C)OC1=C(C=CC=C1)OC)OC (5-methyl-pyridine-2-sulfonic acid [2-(3-hydroxy-phenyl)-6-methoxy-5-(2-methoxy-phenoxy)-pyrimidin-4-yl]-amide). As a reaction SMILES: C([O:8][C:9]1[CH:10]=[C:11]([C:15]2[N:20]=[C:19]([NH:21][S:22]([C:25]3[CH:30]=[CH:29][C:28]([CH3:31])=[CH:27][N:26]=3)(=[O:24])=[O:23])[C:18]([O:32][C:33]3[CH:38]=[CH:37][CH:36]=[CH:35][C:34]=3[O:39][CH3:40])=[C:17]([O:41][CH3:42])[N:16]=2)[CH:12]=[CH:13][CH:14]=1)C1C=CC=CC=1.C(O)C.C1CCC=CC=1>O1CCOCC1.[Pd]>[OH:8][C:9]1[CH:10]=[C:11]([C:15]2[N:20]=[C:19]([NH:21][S:22]([C:25]3[CH:30]=[CH:29][C:28]([CH3:31])=[CH:27][N:26]=3)(=[O:24])=[O:23])[C:18]([O:32][C:33]3[CH:38]=[CH:37][CH:36]=[CH:35][C:34]=3[O:39][CH3:40])=[C:17]([O:41][CH3:42])[N:16]=2)[CH:12]=[CH:13][CH:14]=1. Procedure details: 1.46 g of 5-methyl-pyridine-2-sulfonic acid [2-(3-benzyloxy-phenyl)-6-methoxy-5-(2-methoxy-phenoxy)-pyrimidin-4-yl]-amide were dissolved in dioxane (25 ml) by gentle warming than ethanol (50 ml) was added followed by cyclohexadiene (6 g) and palladium on charcoal, 10%, (1.46 g). The solution was refluxed for 20 h, the catalyst removed by filtration and the solution concentrated on a rotary evaporator. The yellow crystalline solid that precipitated was collected, washed with ether and dried in a ... Reactants: ClC=1C(N(C=C(N1)Cl)[C@H](CC)C1CC1)=O (3,5-dichloro-1-[(1R)-1-cyclopropylpropyl]-2(1H)-pyrazinone), Cl.COC=1C=C2CCNC2=C(C1)C (5-methoxy-7-methylindoline hydrochloride). Product: ClC=1N=C(C(N(C1)[C@H](CC)C1CC1)=O)N1CCC2=CC(=CC(=C12)C)OC (5-Chloro-1-[(1R)-1-cyclopropylpropyl]-3-(5-methoxy-7-methyl-2,3-dihydro-1H-indol-1-yl)-2(1H)-pyrazinone). RXN SMILES: Cl[C:2]1[C:3](=[O:15])[N:4]([C@@H:9]([CH:12]2[CH2:14][CH2:13]2)[CH2:10][CH3:11])[CH:5]=[C:6]([Cl:8])[N:7]=1.Cl.[CH3:17][O:18][C:19]1[CH:20]=[C:21]2[C:25](=[C:26]([CH3:28])[CH:27]=1)[NH:24][CH2:23][CH2:22]2>>[Cl:8][C:6]1[N:7]=[C:2]([N:24]2[C:25]3[C:21](=[CH:20][C:19]([O:18][CH3:17])=[CH:27][C:26]=3[CH3:28])[CH2:22][CH2:23]2)[C:3](=[O:15])[N:4]([C@@H:9]([CH:12]2[CH2:14][CH2:13]2)[CH2:10][CH3:11])[CH:5]=1 |f:1.2|. Reported procedure: Prepared in a similar fashion as described for Example 413 using 3,5-dichloro-1-[(1R)-1-cyclopropylpropyl]-2(1H)-pyrazinone and 5-methoxy-7-methylindoline hydrochloride as the starting materials. mp 160–162° C.; 1H NMR (300 MHz, CDCl3): δ 6.89 (s, 1 H), 6.67 (d, J=2.2 Hz, 1 H), 6.59 (d, J=2.2 Hz, 1 H), 4.37 (t, J=7.7 Hz, 2 H), 4.29–4.04 (m, 1 H), 3.79 (s, 3 H), 3.04 (t, J=7.7 Hz, 2 H), 2.07 (s, 3 H), 1.95–1.75 (m, 2 H), 1.08–1.00 (m, 1 H), 0.95 (t, J=7.5 Hz, 3 H), 0.82–0.75 (m, 1 H), 0.57–0.47 (... Starting materials: ClC1=CC(=CC=C1)C(=O)OO (m-chloroperbenzoic acid), C(C)(C)(C)C=1C=C(C=C(C1O)C)SC1=CC(=C(C(=C1)C)O)C(C)(C)C (3-tert-butyl-4-hydroxy-5-methylphenyl sulfide), [N+](=O)([O-])C=1NC=C(N1)C(C(=C)O)C (3-(2-Nitroimidazolyl)-2-hydroxy-1-butene), C1=CN=C(N1)[N+](=O)[O-] (azomycin), C1C(C=C)O1 (1,3-butadiene monoxide), C([O-])([O-])=O.[K+].[K+] (potassium carbonate). Solvent: ClC(C)Cl (dichloroethane), C(C)O (ethanol). Yields the product [N+](=O)([O-])C=1NC=C(N1)CC(C1CO1)O (1-(2-nitroimidazolyl)-2-hydroxy-3,4-epoxy butane). Yield: 33.0%. Reaction SMILES: [N+:1]([C:4]1[NH:5][CH:6]=[C:7]([CH:9](C)[C:10]([OH:12])=[CH2:11])[N:8]=1)([O-:3])=[O:2].C1NC([N+]([O-])=O)=NC=1.C1[O:26][CH:23]1C=C.C(=O)([O-])[O-].[K+].[K+].ClC1C=CC=C(C(OO)=O)C=1.C(C1C=C(SC2C=C(C)C(O)=C(C(C)(C)C)C=2)C=C(C)C=1O)(C)(C)C>C(O)C.ClC(Cl)C>[N+:1]([C:4]1[NH:5][CH:6]=[C:7]([CH2:9][CH:10]([OH:12])[CH:11]2[O:26][CH2:23]2)[N:8]=1)([O-:3])=[O:2] |f:3.4.5|. Procedure: 3-(2-Nitroimidazolyl)-2-hydroxy-1-butene (11.83 gms, m.p. 90°-92° C., prepared by refluxing a mixture of azomycin, 1,3-butadiene monoxide and anydrous potassium carbonate in ethanol for 5 hours) is stirred overnight in dichloroethane with m-chloroperbenzoic acid in the presence of 3-tert-butyl-4-hydroxy-5-methylphenyl sulfide and after stirring the reaction mixture is refluxed for 1 hour. The mixture is washed with saturated sodium carbonate solution and the aqueous phase was extracted with chlo... Reactants: CCN=C=NCCCN(C)C, Cn1ccnc1C(=O)O, CN(C)C=O, Cl, Nc1cc(Oc2ccc3nc(NC(=O)C4CC4)cn3n2)ccc1F, [Na+], On1nnc2ccccc21, O=C([O-])O. The product is Cn1ccnc1C(=O)Nc1cc(Oc2ccc3nc(NC(=O)C4CC4)cn3n2)ccc1F. RXN SMILES: [CH2:35]([N:36]=[C:37]=[N:38][CH2:39][CH2:40][CH2:41][N:42]([CH3:43])[CH3:44])[CH3:45].[CH3:25][n:26]1[c:27]([C:31](=[O:32])[OH:33])[n:28][cH:29][cH:30]1.[CH3:61][N:62]([CH3:63])[CH:64]=[O:65].[ClH:34].[NH2:1][c:2]1[cH:3][c:4]([O:5][c:6]2[cH:7][cH:8][c:9]3[n:10]([n:11]2)[cH:12][c:13]([NH:15][C:16](=[O:17])[CH:18]2[CH2:19][CH2:20]2)[n:14]3)[cH:21][cH:22][c:23]1[F:24].[Na+:56].[OH:46][n:47]1[c:48]2[cH:49][cH:50][cH:51][cH:52][c:53]2[n:54][n:55]1.[OH:57][C:58](=[O:59])[O-:60]>>[NH:1]([c:2]1[cH:3][c:4]([O:5][c:6]2[cH:7][cH:8][c:9]3[n:10]([n:11]2)[cH:12][c:13]([NH:15][C:16](=[O:17])[CH:18]2[CH2:19][CH2:20]2)[n:14]3)[cH:21][cH:22][c:23]1[F:24])[C:31]([c:27]1[n:26]([CH3:25])[cH:30][cH:29][n:28]1)=[O:32]. Reactants: D4, FC1=C(C#N)C=C(C=C1)C=O (fluoro-5-formylbenzonitrile), OC1=CC(=C(C#N)C=C1)C(F)(F)F (4-hydroxy-2-(trifluoromethyl)-benzonitrile). The product is C(#N)C1=C(OC2=CC(=C(C#N)C=C2)C(F)(F)F)C=CC(=C1)C=O (4-(2-cyano-4-formylphenoxy)-2-(trifluoromethyl)benzonitrile). As a reaction SMILES: F[C:2]1[CH:9]=[CH:8][C:7]([CH:10]=[O:11])=[CH:6][C:3]=1[C:4]#[N:5].[OH:12][C:13]1[CH:20]=[CH:19][C:16]([C:17]#[N:18])=[C:15]([C:21]([F:24])([F:23])[F:22])[CH:14]=1>>[C:4]([C:3]1[CH:6]=[C:7]([CH:10]=[O:11])[CH:8]=[CH:9][C:2]=1[O:12][C:13]1[CH:20]=[CH:19][C:16]([C:17]#[N:18])=[C:15]([C:21]([F:22])([F:23])[F:24])[CH:14]=1)#[N:5]. Reported procedure: The title compound was prepared by a procedure similar to that described for D4 starting from 2 fluoro-5-formylbenzonitrile and 4-hydroxy-2-(trifluoromethyl)-benzonitrile. Reactants: S(=O)([O-])[O-].[Na+].[Na+] (sodium sulfite), 1,4-(9'-O-dihydroquinidine)phthalazine, C([O-])([O-])=O.[K+].[K+] (potassium carbonate), C1(=CC=CC=C1)C (toluene), C=CCCCCCCCC (1-decene). Reagents/catalysts: [Fe-3](C#N)(C#N)(C#N)(C#N)(C#N)C#N.[K+].[K+].[K+] (potassium ferricyanide), [Os](=O)(=O)(=O)=O (osmium tetroxide). Run in C(C)(=O)OCC (Ethyl acetate), C(C)(C)(C)O.O (tert-butyl alcohol water). Conditions: temperature 0 celsius, time 24 hour. Yields the product C(C(CCCCCCCC)O)O (decane 1,2-diol). Isolated yield 83.2%. Reaction SMILES: [C:1](=[O:4])([O-])[O-].[K+].[K+].C1(C)C=CC=CC=1.[CH2:14]=[CH:15][CH2:16][CH2:17][CH2:18][CH2:19][CH2:20][CH2:21][CH2:22]C.S([O-])([O-])=[O:25].[Na+].[Na+]>C(O)(C)(C)C.O.[Fe-3](C#N)(C#N)(C#N)(C#N)(C#N)C#N.[K+].[K+].[K+].[Os](=O)(=O)(=O)=O.C(OCC)(=O)C>[CH2:1]([OH:4])[CH:22]([OH:25])[CH2:21][CH2:20][CH2:19][CH2:18][CH2:17][CH2:16][CH2:15][CH3:14] |f:0.1.2,5.6.7,8.9,10.11.12.13|. Procedure: To a well-stirred solution of bis-1,4-(9'-O-dihydroquinidine)phthalazine (7.8 mg, 0.01 mmol), potassium ferricyanide (0.99 g, 3 mmol), potassium carbonate (0.42 g, 3 mmol), and osmium tetroxide (0.1 mL of a 0.1M toluene solution, 0.01 mmol) in 15 mL of a tert-butyl alcohol-water (1:1, v/v) at 0° C., 1-decene (0.14 g, 0.19 mL, 1 mmol) was added in one portion. The mixture was stirred for 24 h at 0° C. Solid sodium sulfite (1.5 g) was added and the mixture was stirred for an additional hour, and t... The reactants are CO.C(Cl)Cl (MeOH CH2Cl2), NN (hydrazine), N,N'-diisopropylethyl amine, NC=1C(=NC(=C(N1)Cl)Cl)C(=O)OC (Methyl 3-amino-5,6-dichloro-2-pyrazinecarboxylate). Solvent: C(C)(C)(C)O (tert-butyl alcohol), CN(C)C=O (DMF). Reaction conditions: temperature 25 celsius, time 12 hour. The product is COC(=O)C1=NC(=C(N=C1N)NN)Cl (3-Amino-6-chloro-5-hydrazino-pyrazine-2-carboxylic acid methyl ester). RXN SMILES: [NH2:1][C:2]1[C:3]([C:10]([O:12][CH3:13])=[O:11])=[N:4][C:5]([Cl:9])=[C:6](Cl)[N:7]=1.[NH2:14][NH2:15].CO.C(Cl)Cl>C(O)(C)(C)C.CN(C=O)C>[CH3:13][O:12][C:10]([C:3]1[C:2]([NH2:1])=[N:7][C:6]([NH:14][NH2:15])=[C:5]([Cl:9])[N:4]=1)=[O:11] |f:2.3|. Reported procedure: Methyl 3-amino-5,6-dichloro-2-pyrazinecarboxylate (1.10 g, 5 mmol) was dissolved in 20 mL of tert-butyl alcohol and DMF (v/v; 1:1). Anhydrous hydrazine (0.18 mL, 5.5 mmol) and N,N'-diisopropylethyl amine (4.5 mL, 25 mmol) were then added sequentially at 25° C. The resulting mixture was stirred at 25° C. for 12 h. The reaction mixture was then partitioned between EtOAc (100 mL) and sat. NaCl (aq) (100 mL). The organic layer was dried (Na2SO4), filtered, and concentrated in vacuo to give a brown s... The reactants are O (water), 31P{1H}, 13C{1H}, ( 341.189600 ), ( 9.13 ), Br[Si](C)(C)C (Bromotrimethylsilane), C(C1=CC=CC=C1)OCCCCCCCCCCCP(OCC)(OCC)=O (Diethyl 11-(benzyloxy)undecylphosphonate), ( 62.87 ). Run in CO (methanol), C(C)#N (acetonitrile), ClCCl (dichloromethane). Conditions: time 8 hour. Product: C(C1=CC=CC=C1)OCCCCCCCCCCCP(O)(O)=O (11-(benzyloxy)undecylphosphonic acid). The yield is 94.0%. RXN SMILES: [CH2:1]([O:8][CH2:9][CH2:10][CH2:11][CH2:12][CH2:13][CH2:14][CH2:15][CH2:16][CH2:17][CH2:18][CH2:19][P:20](=[O:27])([O:24]CC)[O:21]CC)[C:2]1[CH:7]=[CH:6][CH:5]=[CH:4][CH:3]=1.Br[Si](C)(C)C.O>ClCCl.CO.C(#N)C>[CH2:1]([O:8][CH2:9][CH2:10][CH2:11][CH2:12][CH2:13][CH2:14][CH2:15][CH2:16][CH2:17][CH2:18][CH2:19][P:20](=[O:21])([OH:27])[OH:24])[C:2]1[CH:3]=[CH:4][CH:5]=[CH:6][CH:7]=1. Reported procedure: Diethyl 11-(benzyloxy)undecylphosphonate (1.00 g, 2.51 mmol) was dissolved in dry dichloromethane (20 mL). Bromotrimethylsilane (1.1 mL, 8.28 mmol) was added via syringe. The reaction was capped with a greased glass stopper and allowed to stir overnight. The volatiles were removed under reduced pressure to yield a yellow oil. This was dissolved in 5:1 methanol:water (20 mL) and allowed to stir 4 hours more. After concentration of the organic, the viscous yellow oil was dissolved in hot acetonitr... Starting materials: CC(=O)c1c(C)nn2ccsc12, Cl, O=N[O-], [Na+], [Na+], [OH-], [Zn]. The product is Cc1nn2ccsc2c1N. RXN SMILES: [CH3:1][c:2]1[n:3][n:4]2[c:5]([s:6][cH:7][cH:8]2)[c:9]1[C:10](=[O:11])[CH3:12].[ClH:19].[N:13]([O-:14])=[O:15].[Na+:16].[Na+:18].[OH-:17].[Zn:20]>>[CH3:1][c:2]1[n:3][n:4]2[c:5]([s:6][cH:7][cH:8]2)[c:9]1[NH2:13].